From a dataset of the Open Reaction Database (ORD), a public repository of structured organic reaction records. describe an organic reaction: reactants, conditions, products, and yield Reactants: Cl (HCl), N1C[C@@H](CC1)NC(OC(C)(C)C)=O ((R)-tert-butyl pyrrolidin-3-ylcarbamate), CCN(C(C)C)C(C)C (i-Pr2NEt), C12C(C3CC(CC(C1)C3)C2)N=C=O (2-adamantyl isocyanate). Solvent: C(Cl)Cl (CH2Cl2). Product: C12C(C3CC(CC(C1)C3)C2)NC(=O)N2C[C@@H](CC2)NC(OC(C)(C)C)=O ((R)-tert-butyl 1-(2-adamantylcarbamoyl)pyrrolidin-3-ylcarbamate). The yield is 19.8%. RXN SMILES: [NH:1]1[CH2:5][CH2:4][C@@H:3]([NH:6][C:7](=[O:13])[O:8][C:9]([CH3:12])([CH3:11])[CH3:10])[CH2:2]1.CCN(C(C)C)C(C)C.[CH:23]12[CH2:32][CH:27]3[CH2:28][CH:29]([CH2:31][CH:25]([CH2:26]3)[CH:24]1[N:33]=[C:34]=[O:35])[CH2:30]2.Cl>C(Cl)Cl>[CH:25]12[CH2:31][CH:29]3[CH2:28][CH:27]([CH2:32][CH:23]([CH2:30]3)[CH:24]1[NH:33][C:34]([N:1]1[CH2:5][CH2:4][C@@H:3]([NH:6][C:7](=[O:13])[O:8][C:9]([CH3:10])([CH3:12])[CH3:11])[CH2:2]1)=[O:35])[CH2:26]2. Reported procedure: A vial was charged with (R)-tert-butyl pyrrolidin-3-ylcarbamate (21 mg, 0.11 mmol) and i-Pr2NEt (0.025 mL, 0.14 mmol). A solution of 2-adamantyl isocyanate (25 mg, 0.14 mmol) in CH2Cl2 (2 mL) was added with stirring. After stirring overnight the mixture was applied to a 10-mL ChemElut cartridge that had been prewetted with 5% aq HCl (6 mL). The cartridge was eluted with ether (20 mL). The eluate was evaporated to dryness and the residue was applied to a 2-g silica SPE cartridge. The cartridge wa... The product is CCOc1nc2c(C)cc(-c3cn(CC4CC4)cn3)cc2n1Cc1ccc(-c2ccccc2C(=O)O)cc1. As a reaction SMILES: [CH2:1]([CH3:2])[O:3][c:4]1[n:5][c:6]2[c:7]([n:8]1[CH2:9][c:10]1[cH:11][cH:12][c:13](-[c:16]3[c:17]([C:22](=[O:23])[O:24][C:25]([CH3:26])([CH3:27])[CH3:28])[cH:18][cH:19][cH:20][cH:21]3)[cH:14][cH:15]1)[cH:29][c:30](-[c:34]1[n:35][cH:36][n:37]([CH2:39][CH:40]3[CH2:41][CH2:42]3)[cH:38]1)[cH:31][c:32]2[CH3:33].[CH2:50]([Cl:51])[Cl:52].[OH:43][C:44]([C:45]([F:46])([F:47])[F:48])=[O:49]>>[CH2:1]([CH3:2])[O:3][c:4]1[n:5][c:6]2[c:7]([n:8]1[CH2:9][c:10]1[cH:11][cH:12][c:13](-[c:16]3[c:17]([C:22](=[O:23])[OH:24])[cH:18][cH:19][cH:20][cH:21]3)[cH:14][cH:15]1)[cH:29][c:30](-[c:34]1[n:35][cH:36][n:37]([CH2:39][CH:40]3[CH2:41][CH2:42]3)[cH:38]1)[cH:31][c:32]2[CH3:33]. The reactants are CCOc1nc2c(C)cc(-c3cn(CC4CC4)cn3)cc2n1Cc1ccc(-c2ccccc2C(=O)OC(C)(C)C)cc1, ClCCl, O=C(O)C(F)(F)F. The reactants are N1=CC(=CC=C1)C#CCCCO (5-(3-pyridinyl)-4-pentyn-1-ol), oxide, C(C)(=O)O (acetic acid). Run in CO (methanol). The product is C(C)(=O)OCCCCCC1CNCCC1 (5-(3-Piperidinyl)-1-pentanol acetate). As a reaction SMILES: [N:1]1[CH:6]=[CH:5][CH:4]=[C:3]([C:7]#[C:8][CH2:9][CH2:10][CH2:11][OH:12])[CH:2]=1.[C:13](O)(=[O:15])[CH3:14]>CO>[C:13]([O:12][CH2:11][CH2:10][CH2:9][CH2:8][CH2:7][CH:3]1[CH2:4][CH2:5][CH2:6][NH:1][CH2:2]1)(=[O:15])[CH3:14]. Procedure: A solution of 5-(3-pyridinyl)-4-pentyn-1-ol (4.99 g, 31.0 mmol) in acetic acid (150 mL) was hydrogenated over platinium (IV) oxide (1.4 g, 6.16 mmol) for 18 hours. The mixture was filtered through a Celite cartridge, washed through with acetic acid and evaporated in vacuo to give a yellow oil. This was loaded in methanol and eluted on an aminopropyl (NH2) cartridge (70 g) with methanol (400 ml). The solvent was evaporated in vacuo to give the title compound as a colourless oil which solidified a... Starting materials: O=C([O-])O, C1CCOC1, CCCC(NC(=O)c1cnn(-c2ccc(Cl)cc2)c1C)c1ccnc(S(=O)(=O)CCC(=O)OC)c1, C[O-], CN, CCO, CO, [Na+], [Na+], [Na], O. Yields the product CCCC(NC(=O)c1cnn(-c2ccc(Cl)cc2)c1C)c1ccnc(S(=O)(=O)NC)c1. Reaction SMILES: [C:52](=[O:53])([OH:54])[O-:55].[CH2:45]1[O:46][CH2:47][CH2:48][CH2:49]1.[CH3:1][O:2][C:3](=[O:4])[CH2:5][CH2:35][S:6](=[O:7])(=[O:8])[c:9]1[n:10][cH:11][cH:12][c:13]([CH:15]([CH2:16][CH2:17][CH3:18])[NH:19][C:20](=[O:21])[c:22]2[cH:23][n:24][n:25](-[c:28]3[cH:29][cH:30][c:31]([Cl:34])[cH:32][cH:33]3)[c:26]2[CH3:27])[cH:14]1.[CH3:36][O-:37].[CH3:40][NH2:41].[CH3:42][CH2:43][OH:44].[CH3:50][OH:51].[Na+:38].[Na+:56].[Na:39].[OH2:57]>>[S:6](=[O:7])(=[O:8])([c:9]1[n:10][cH:11][cH:12][c:13]([CH:15]([CH2:16][CH2:17][CH3:18])[NH:19][C:20](=[O:21])[c:22]2[cH:23][n:24][n:25](-[c:28]3[cH:29][cH:30][c:31]([Cl:34])[cH:32][cH:33]3)[c:26]2[CH3:27])[cH:14]1)[NH:41][CH3:40]. The reactants are CCC(F)(F)C(=CF)C(F)(F)F, O, O=S(=O)(O)O. Yields the product CCC(F)(F)C(O)(CF)C(F)(F)F. Reaction SMILES: [F:1][C:2]([C:3](=[CH:4][F:5])[C:6]([CH2:7][CH3:8])([F:9])[F:10])([F:11])[F:12].[OH2:18].[S:13]([OH:14])(=[O:15])(=[O:16])[OH:17]>>[F:1][C:2]([C:3]([CH2:4][F:5])([C:6]([CH2:7][CH3:8])([F:9])[F:10])[OH:14])([F:11])[F:12]. Reported procedure: An alternative synthesis of 10 can be accomplished by first reacting the amine 6 with a suitable carboxylic acid (as a melt) or with an acid chloride in an inert solvent such as methylene chloride, chloroform, ether or toluene and with a base such as triethylamine, pyridine or sodium bicarbonate present. The intermediate amide is then reduced with a suitable reagent such as diborane in an inert solvent such as ether, tetrahydrofuran (THF), dioxane or dimethoxyethane to afford the desired amine 1... RXN SMILES: C(Cl)Cl.C(Cl)(Cl)Cl.C(=O)(O)[O-].[Na+].B#B.[N:15]1[CH:20]=[CH:19][CH:18]=[CH:17][CH:16]=1>C(COC)OC.O1CCOCC1.O1CCCC1.CCOCC.C(N(CC)CC)C.C1(C)C=CC=CC=1>[CH3:16][CH2:17][CH2:18][CH2:19][CH2:20][CH2:16][CH2:17][CH2:18][CH2:19][CH2:20][NH2:15] |f:2.3|. Starting materials: 10, N1=CC=CC=C1 (pyridine), C(Cl)Cl (methylene chloride), amide, B#B (diborane), C([O-])(O)=O.[Na+] (sodium bicarbonate), amine, acid chloride, carboxylic acid, C(Cl)(Cl)Cl (chloroform). The product is CCCCCCCCCCN (amine 10). Run in C(C)N(CC)CC (triethylamine), O1CCCC1 (tetrahydrofuran), CCOCC (ether), CCOCC (ether), O1CCOCC1 (dioxane), C(OC)COC (dimethoxyethane), C1(=CC=CC=C1)C (toluene). The reactants are [Al+3], [H-], [H-], [H-], [H-], [Li+], [N-]=[N+]=Nc1nc(N2CCN(c3ccc(Cl)cc3)CC2)nc2c1SCC2, [Na+], C1CCOC1, [OH-], O. Product: Nc1nc(N2CCN(c3ccc(Cl)cc3)CC2)nc2c1SCC2. Reaction SMILES: [Al+3:27].[H-:26].[H-:29].[H-:30].[H-:31].[Li+:28].[N:1](=[N+:2]=[N-:3])[c:4]1[c:5]2[c:6]([n:7][c:8]([N:10]3[CH2:11][CH2:12][N:13]([c:16]4[cH:17][cH:18][c:19]([Cl:22])[cH:20][cH:21]4)[CH2:14][CH2:15]3)[n:9]1)[CH2:23][CH2:24][S:25]2.[Na+:33].[O:35]1[CH2:36][CH2:37][CH2:38][CH2:39]1.[OH-:32].[OH2:34]>>[NH2:1][c:4]1[c:5]2[c:6]([n:7][c:8]([N:10]3[CH2:11][CH2:12][N:13]([c:16]4[cH:17][cH:18][c:19]([Cl:22])[cH:20][cH:21]4)[CH2:14][CH2:15]3)[n:9]1)[CH2:23][CH2:24][S:25]2. Starting materials: CCOC(=O)c1ccc(NC(=O)c2ccccc2)cc1, ClC(Cl)Cl, ClP(Cl)(Cl)(Cl)Cl, Nc1ccc(-c2ccccc2)cc1, [NH4+], [OH-]. Yields the product N=C(N)c1ccccc1. Reaction SMILES: [C:1]([c:2]1[cH:3][cH:4][cH:5][cH:6][cH:7]1)([NH:9][c:8]1[cH:10][cH:11][c:12]([C:13]([O:14][CH2:15][CH3:16])=[O:17])[cH:18][cH:19]1)=[O:20].[CH:42]([Cl:43])([Cl:44])[Cl:45].[Cl:21][P:22]([Cl:23])([Cl:24])([Cl:25])[Cl:26].[NH2:27][c:28]1[cH:29][cH:30][c:31](-[c:32]2[cH:33][cH:34][cH:35][cH:36][cH:37]2)[cH:38][cH:39]1.[NH4+:40].[OH-:41]>>[C:1]([c:2]1[cH:3][cH:4][cH:5][cH:6][cH:7]1)(=[NH:9])[NH2:27].